From a dataset of the Open Reaction Database (ORD), a public repository of structured organic reaction records. describe an organic reaction: reactants, conditions, products, and yield Reactants: CC1(C)CCCC(C)(C)N1O, CO, CC(C)OCCO, O=c1n(Cl)c(=O)n(Cl)c(=O)n1Cl, ClCCl, Cl, NC(=O)c1[nH]cnc1N. The product is CC(C)OCCNc1nc[nH]c1C(N)=O. As a reaction SMILES: [CH3:20][C:21]1([CH3:30])[N:22]([O:23])[C:24]([CH3:25])([CH3:26])[CH2:27][CH2:28][CH2:29]1.[CH3:44][OH:45].[CH:13]([CH3:14])([CH3:15])[O:16][CH2:17][CH2:18][OH:19].[Cl:1][n:2]1[c:3](=[O:4])[n:5]([Cl:6])[c:7](=[O:8])[n:9]([Cl:10])[c:11]1=[O:12].[Cl:41][CH2:42][Cl:43].[ClH:31].[NH2:32][c:33]1[n:34][cH:35][nH:36][c:37]1[C:38](=[O:39])[NH2:40]>>[CH:13]([CH3:14])([CH3:15])[O:16][CH2:17][CH2:18][NH:32][c:33]1[n:34][cH:35][nH:36][c:37]1[C:38](=[O:39])[NH2:40]. Starting materials: C(C1=CC=CC=C1)(=O)N1[C@H](C[C@H](C2=CC=CC=C12)N(C(C)=O)C1=CC=C(C=C1)OC)C (Cis-N-(1-Benzoyl-2-methyl-1,2,3,4-tetrahydroquinolin-4-yl)-N-(4-methoxy-phenyl)-acetamide), B(Br)(Br)Br (boron tribromide). The solvent is ClCCl (dichloromethane). Reaction conditions: temperature -78 celsius. The product is C(C1=CC=CC=C1)(=O)N1[C@H](C[C@H](C2=CC=CC=C12)N(C(C)=O)C1=CC=C(C=C1)O)C (Cis-N-(1-Benzoyl-2-methyl-1,2,3,4-tetrahydroquinolin-4-yl)-N-(4-hydroxy-phenyl)-acetamide). RXN SMILES: [C:1]([N:9]1[C:18]2[C:13](=[CH:14][CH:15]=[CH:16][CH:17]=2)[C@H:12]([N:19]([C:23]2[CH:28]=[CH:27][C:26]([O:29]C)=[CH:25][CH:24]=2)[C:20](=[O:22])[CH3:21])[CH2:11][C@@H:10]1[CH3:31])(=[O:8])[C:2]1[CH:7]=[CH:6][CH:5]=[CH:4][CH:3]=1.B(Br)(Br)Br>ClCCl>[C:1]([N:9]1[C:18]2[C:13](=[CH:14][CH:15]=[CH:16][CH:17]=2)[C@H:12]([N:19]([C:23]2[CH:28]=[CH:27][C:26]([OH:29])=[CH:25][CH:24]=2)[C:20](=[O:22])[CH3:21])[CH2:11][C@@H:10]1[CH3:31])(=[O:8])[C:2]1[CH:7]=[CH:6][CH:5]=[CH:4][CH:3]=1. Procedure: To a solution of Cis-N-(1-Benzoyl-2-methyl-1,2,3,4-tetrahydroquinolin-4-yl)-N-(4-methoxy-phenyl)-acetamide (0.1 g) in dichloromethane (5 ml), boron tribromide (0.18 g) was added under stirring and under cooling at −78° C. in an acetone-dry ice bath. The reactants are ClCCCBr, ClCCCCBr, ClCCCCCc1cccc2cncn12. The product is ClCCCCc1cccc2cncn12. As a reaction SMILES: [Br:16][CH2:17][CH2:18][CH2:19][Cl:20].[Br:21][CH2:22][CH2:23][CH2:24][CH2:25][Cl:26].[Cl:1][CH2:2][CH2:3][CH2:4][CH2:5][CH2:6][c:7]1[cH:8][cH:9][cH:10][c:11]2[n:12]1[cH:13][n:14][cH:15]2>>[CH2:3]([CH2:4][CH2:5][CH2:6][c:7]1[cH:8][cH:9][cH:10][c:11]2[n:12]1[cH:13][n:14][cH:15]2)[Cl:20]. The reactants are CCOCCNc1ncccc1[N+](=O)[O-], C1COCCO1, O=C(Cl)CCl. Product: CCOCCN(C(=O)CCl)c1ncccc1[N+](=O)[O-]. Reaction SMILES: [CH2:1]([CH3:2])[O:3][CH2:4][CH2:5][NH:6][c:7]1[n:8][cH:9][cH:10][cH:11][c:12]1[N+:13](=[O:14])[O-:15].[CH2:21]1[O:22][CH2:23][CH2:24][O:25][CH2:26]1.[Cl:16][CH2:17][C:18](=[O:19])[Cl:20]>>[CH2:1]([CH3:2])[O:3][CH2:4][CH2:5][N:6]([c:7]1[n:8][cH:9][cH:10][cH:11][c:12]1[N+:13](=[O:14])[O-:15])[C:18]([CH2:17][Cl:16])=[O:19]. Reactants: ClC=1C(=C(N)C=CC1C)C (3-chloro-2,4-dimethylaniline), C(C)(=O)[O-].[K+] (potassium acetate), C(C)(=O)OC(C)=O (acetic anhydride), N(=O)OCCC(C)C (isoamyl nitrite). The solvent is C1=CC=CC=C1 (benzene). Reaction conditions: time 18 hour. Product: ClC1=C2C=NNC2=CC=C1C (4-chloro-5-methyl-1H-indazole). Yield: 58.1%. Reaction SMILES: [Cl:1][C:2]1[C:3]([CH3:10])=[C:4]([CH:6]=[CH:7][C:8]=1[CH3:9])[NH2:5].C([O-])(=O)C.[K+].C(OC(=O)C)(=O)C.[N:23](OCCC(C)C)=O>C1C=CC=CC=1>[Cl:1][C:2]1[C:8]([CH3:9])=[CH:7][CH:6]=[C:4]2[C:3]=1[CH:10]=[N:23][NH:5]2 |f:1.2|. Procedure: the known 3-chloro-2,4-dimethylaniline (14.9 g, 96 mmol) in 250 mL of anhydrous benzene was treated with potassium acetate (9.4 g, 96 mmol) and acetic anhydride (29.4 g, 288 mmol). This mixture was slowly heated to reflux while a precipitate formed. Subsequently, isoamyl nitrite (17 g, 144 mmol) was added rapidly to the refluxing suspension and heating was continued for 18 hours. The cooled suspension was filtered and the solid rinsed with benzene. The combined filtrates were evaporated and the ...